Dataset: the Open Reaction Database (ORD), a public repository of structured organic reaction records. Task: describe an organic reaction: reactants, conditions, products, and yield The reactants are C[C@@H](C(=O)O)N.CC(=O)O.C1=CC(=CC=C1C[C@@H](C(=O)O)N)O.C(CCN)C[C@@H](C(=O)O)N.C(CC(=O)O)[C@@H](C(=O)O)N (glatiramer acetate), C[C@@H](C(=O)O)N.CC(=O)O.C1=CC(=CC=C1C[C@@H](C(=O)O)N)O.C(CCN)C[C@@H](C(=O)O)N.C(CC(=O)O)[C@@H](C(=O)O)N (glatiramer acetate). Run in B([O-])([O-])[O-] (borate), B([O-])([O-])[O-] (borate). Product: C[C@@H](C(=O)O)N.C1=CC(=CC=C1C[C@@H](C(=O)O)N)O.C(CCN)C[C@@H](C(=O)O)N.C(CC(=O)O)[C@@H](C(=O)O)N (glatiramer). As a reaction SMILES: [CH3:1][C@H:2]([NH2:6])[C:3]([OH:5])=[O:4].CC(O)=O.[CH:11]1[C:16]([CH2:17][C@H:18]([NH2:22])[C:19]([OH:21])=[O:20])=[CH:15][CH:14]=[C:13]([OH:23])[CH:12]=1.[CH2:24]([CH2:28][C@H:29]([NH2:33])[C:30]([OH:32])=[O:31])[CH2:25][CH2:26][NH2:27].[CH2:34]([C@H:39]([NH2:43])[C:40]([OH:42])=[O:41])[CH2:35][C:36]([OH:38])=[O:37]>B([O-])([O-])[O-]>[CH3:1][C@H:2]([NH2:6])[C:3]([OH:5])=[O:4].[CH:11]1[C:16]([CH2:17][C@H:18]([NH2:22])[C:19]([OH:21])=[O:20])=[CH:15][CH:14]=[C:13]([OH:23])[CH:12]=1.[CH2:24]([CH2:28][C@H:29]([NH2:33])[C:30]([OH:32])=[O:31])[CH2:25][CH2:26][NH2:27].[CH2:34]([C@H:39]([NH2:43])[C:40]([OH:42])=[O:41])[CH2:35][C:36]([OH:38])=[O:37] |f:0.1.2.3.4,6.7.8.9|. Reported procedure: 4.8 mg of glatiramer acetate (potency 83% as base for reference standard) were weighed into a 10 ml volumetric flask. Approximately 7 ml of 0.1M borate buffer were added to afford dissolution of the glatiramer acetate in ultrasonic bath. The solution was further diluted with 0.1M borate buffer to obtain glatiramer stock solution 400 μg/ml (as base).